Dataset: the Open Reaction Database (ORD), a public repository of structured organic reaction records. Task: describe an organic reaction: reactants, conditions, products, and yield Reactants: COC(CC=1C(N(CC1)CC1=CC=CC=C1)=O)=O ((1-benzyl-2-oxo-2,5-dihydro-1H-pyrrol-3-yl)-acetic acid methyl ester), C(C)(=O)O (acetic acid), methanolic suspension, NO[K] (NH2OK). Solvent: CO (methanol), CO.C(Cl)(Cl)Cl (methanol chloroform). Run at temperature 0 celsius, time 4 hour. The product is C(C1=CC=CC=C1)N1C(C(=CC1)CC(=O)NO)=O (2-(1-benzyl-2-oxo-2,5-dihydro-1H-pyrrol-3-yl)-N-hydroxy-acetamide). Isolated yield 48.0%. As a reaction SMILES: C[O:2][C:3](=O)[CH2:4][C:5]1[C:6](=[O:17])[N:7]([CH2:10][C:11]2[CH:16]=[CH:15][CH:14]=[CH:13][CH:12]=2)[CH2:8][CH:9]=1.[NH2:19][O:20][K].C(O)(=O)C>CO.CO.C(Cl)(Cl)Cl>[CH2:10]([N:7]1[CH2:8][CH:9]=[C:5]([CH2:4][C:3]([NH:19][OH:20])=[O:2])[C:6]1=[O:17])[C:11]1[CH:16]=[CH:15][CH:14]=[CH:13][CH:12]=1 |f:4.5|. Procedure: 24 mg of (1-benzyl-2-oxo-2,5-dihydro-1H-pyrrol-3-yl)-acetic acid methyl ester (p) prepared by the above Step 2 was dissolved in methanol solution (0.1 mM) and then 1.7 M methanolic suspension solution containing NH2OK (0.4 ml, 0.68 mM) was added thereto at 0° C. and the resulting mixture was stirred for 4 hrs at room temperature. The resulting mixture was neutralized with 0.02 ml of acetic acid, diluted with 10% methanol/chloroform solution, filtered and concentrated in vacuo. The resulting comp... Reactants: BrC1=NC2=C(N1CC)C=C(C(=C2[N+](=O)[O-])Br)Br (2,5,6-tribromo-1-ethyl-4-nitro-1H-1,3-benzodiazole), N1C(CNCC1)=O (2-piperazinone). Solvent: CCO (EtOH). Conditions: temperature 170 celsius. Product: BrC1=C(C2=C(N(C(=N2)N2C(CNCC2)=O)CC)C=C1Br)[N+](=O)[O-] ((5,6-dibromo-1-ethyl-4-nitro-1H-1,3-benzodiazol-2-yl)piperazin-2-one). The yield is 95.7%. Reaction SMILES: Br[C:2]1[N:6]([CH2:7][CH3:8])[C:5]2[CH:9]=[C:10]([Br:17])[C:11]([Br:16])=[C:12]([N+:13]([O-:15])=[O:14])[C:4]=2[N:3]=1.[NH:18]1[CH2:23][CH2:22][NH:21][CH2:20][C:19]1=[O:24]>CCO>[Br:16][C:11]1[C:10]([Br:17])=[CH:9][C:5]2[N:6]([CH2:7][CH3:8])[C:2]([N:18]3[CH2:23][CH2:22][NH:21][CH2:20][C:19]3=[O:24])=[N:3][C:4]=2[C:12]=1[N+:13]([O-:15])=[O:14]. Procedure details: 2,5,6-tribromo-1-ethyl-4-nitro-1H-1,3-benzodiazole (100 mg, 0.23 mmol) and 2-piperazinone (117 mg, 1.17 mmol) were dissolved in EtOH (3.0 ml). The resulting mixture was stirred at temperature 170° C. under microwave conditions until the reaction was complete (20 min) by LC/MS. The mixture was allowed to cool to RT and concentrated in-vacuo. The product was filtered off, washed with EtOH and dried to afford-(5,6-dibromo-1-ethyl-4-nitro-1H-1,3-benzodiazol-2-yl)piperazin-2-one (97 mg, 0.22 mmol); m... Reactants: FC=1C=NC=2C=C(C(N3C2C1C(C3)=C)=O)F (3,8-difluoro-4-methylidene-4,5-dihydro-7H-pyrrolo[3,2,1-de]-1,5-naphthyridin-7-one), C(C)(C)(C)O.O (tert-butanol water), S(=O)([O-])[O-].[Na+].[Na+] (sodium sulphite). Conditions: time 18 hour. Yields the product FC=1C=NC=2C=C(C(N3C2C1C(C3)(CO)O)=O)F (3,8-Difluoro-4-hydroxy-4-(hydroxymethyl)-4,5-dihydro-7H-pyrrolo[3,2,1-de]-1,5-naphthyridin-7-one). The yield is 97.0%. RXN SMILES: [F:1][C:2]1[CH:3]=[N:4][C:5]2[CH:6]=[C:7]([F:16])[C:8](=[O:15])[N:9]3CC(=C)C=1[C:10]=23.S([O-])([O-])=O.[Na+].[Na+].[C:23]([OH:27])([CH3:26])([CH3:25])[CH3:24].[OH2:28]>>[F:1][C:2]1[CH:3]=[N:4][C:5]2[CH:6]=[C:7]([F:16])[C:8](=[O:15])[N:9]3[CH2:25][C:23]([OH:27])([CH2:26][OH:28])[C:24]=1[C:10]=23 |f:1.2.3,4.5|. Reported procedure: A solution of 3,8-difluoro-4-methylidene-4,5-dihydro-7H-pyrrolo[3,2,1-de]-1,5-naphthyridin-7-one (631 mg, 2.9 mmol) in tert-butanol/water (30 ml/30 ml) was treated with AD mix alpha (4.3 g) under argon. After 18 hours stirring the reaction mixture was treated with saturated sodium sulphite solution (30 ml). After 10 minutes stirring the mixture was extracted with 20% methanol in dichloromethane (3×300 ml). The organic extracts were dried over magnesium sulphate and evaporated affording a white s...